Dataset: the Open Reaction Database (ORD), a public repository of structured organic reaction records. Task: describe an organic reaction: reactants, conditions, products, and yield Reactants: [Al+3], C1CCOC1, CN(C)C(=O)C(CC1CCCCC1)NC(=O)OC(C)(C)C, [H-], [H-], [H-], [H-], [Li+], [Na+], [OH-], O. The product is CN(C)CC(CC1CCCCC1)NC(=O)OC(C)(C)C. Reaction SMILES: [Al+3:2].[CH2:31]1[O:32][CH2:33][CH2:34][CH2:35]1.[CH:7]1([CH2:13][CH:14]([C:15](=[O:16])[N:17]([CH3:18])[CH3:19])[NH:20][C:21]([O:22][C:23]([CH3:24])([CH3:25])[CH3:26])=[O:27])[CH2:8][CH2:9][CH2:10][CH2:11][CH2:12]1.[H-:1].[H-:4].[H-:5].[H-:6].[Li+:3].[Na+:30].[OH-:29].[OH2:28]>>[CH:7]1([CH2:13][CH:14]([CH2:15][N:17]([CH3:18])[CH3:19])[NH:20][C:21]([O:22][C:23]([CH3:24])([CH3:25])[CH3:26])=[O:27])[CH2:8][CH2:9][CH2:10][CH2:11][CH2:12]1.